Dataset: the Open Reaction Database (ORD), a public repository of structured organic reaction records. Task: describe an organic reaction: reactants, conditions, products, and yield Reactants: COC(=O)c1sc(Br)cc1N(C(=O)C1CCC(C)CC1)C1CCC(O)CC1, CO. Yields the product COC(=O)c1sccc1N(C(=O)C1CCC(C)CC1)C1CCC(O)CC1. RXN SMILES: [CH3:1][O:2][C:3](=[O:4])[c:5]1[s:6][c:7]([Br:27])[cH:8][c:9]1[N:10]([C:11](=[O:12])[CH:13]1[CH2:14][CH2:15][CH:16]([CH3:19])[CH2:17][CH2:18]1)[CH:20]1[CH2:21][CH2:22][CH:23]([OH:26])[CH2:24][CH2:25]1.[CH3:28][OH:29]>>[CH3:1][O:2][C:3](=[O:4])[c:5]1[s:6][cH:7][cH:8][c:9]1[N:10]([C:11](=[O:12])[CH:13]1[CH2:14][CH2:15][CH:16]([CH3:19])[CH2:17][CH2:18]1)[CH:20]1[CH2:21][CH2:22][CH:23]([OH:26])[CH2:24][CH2:25]1. Reactants: ClC=1C=C(C=CC1)N1C(OC2=C1C=CC(=C2)S(=O)(=O)N(C=2SC=NN2)CC2=C(C=C(C=C2)OC)OC)=O (3-(3-chlorophenyl)-N-(2,4-dimethoxybenzyl)-2-oxo-N-(1,3,4-thiadiazol-2-yl)-2,3-dihydrobenzo[d]oxazole-6-sulfonamide), [OH-].[Na+] (sodium hydroxide), [NH4+].[Cl-] (NH4Cl). The solvent is CO (MeOH). Conditions: temperature 80 celsius. Product: C(=O)O.ClC=1C=C(C=CC1)NC1=C(C=C(C=C1)S(=O)(=O)NC=1SC=NN1)O (4-((3-chlorophenyl)amino)-3-hydroxy-N-(1,3,4-thiadiazol-2-yl)benzenesulfonamide formate). Reaction SMILES: [Cl:1][C:2]1[CH:3]=[C:4]([N:8]2[C:12]3[CH:13]=[CH:14][C:15]([S:17]([N:20](CC4C=CC(OC)=CC=4OC)[C:21]4[S:22][CH:23]=[N:24][N:25]=4)(=[O:19])=[O:18])=[CH:16][C:11]=3[O:10][C:9]2=[O:37])[CH:5]=[CH:6][CH:7]=1.[OH-].[Na+].[NH4+].[Cl-]>CO>[CH:9]([OH:37])=[O:10].[Cl:1][C:2]1[CH:3]=[C:4]([NH:8][C:12]2[CH:13]=[CH:14][C:15]([S:17]([NH:20][C:21]3[S:22][CH:23]=[N:24][N:25]=3)(=[O:18])=[O:19])=[CH:16][C:11]=2[OH:10])[CH:5]=[CH:6][CH:7]=1 |f:1.2,3.4,6.7|. Procedure details: A sealable vial was charged with 3-(3-chlorophenyl)-N-(2,4-dimethoxybenzyl)-2-oxo-N-(1,3,4-thiadiazol-2-yl)-2,3-dihydrobenzo[d]oxazole-6-sulfonamide (38 mg, 0.068 mmol), and an aqueous solution of sodium hydroxide (2549 μL, 5.10 mmol) was added. The mixture was heated at 80° C. for 1 h, then poured into sat. aq. NH4Cl. The solution became heterogeneous, extracted with DCM, product did not go into organic layer, even after addition of brine. Aqueous layer was lyophilized to give product along wit... Yield: 63.0%. Reported procedure: A 15 To 3-hydroxybenzamide (274 mg; 2.0 mM) under a nitrogen atmosphere was added potassium carbonate (276 mg; 21.0 mM). This was dissolved in acetonitrile (20 ml) containing allyl bromide (169 ul; 2.0 mM). The mixture was refluxed for 5 hours, and the reaction followed by T.L.C.: 10% MeOH: 90% CH2Cl2. The excess solvent was then removed under vacuum, the organics extracted into dichloromethane, dried, and the solvent removed, to yield a white solid. This was recrystallised from hot water to pro... As a reaction SMILES: [OH:1][C:2]1[CH:3]=[C:4]([CH:8]=[CH:9][CH:10]=1)[C:5]([NH2:7])=[O:6].C(=O)([O-])[O-].[K+].[K+].[CH2:17](Br)[CH:18]=[CH2:19].CO>C(#N)C.C(Cl)Cl>[CH2:19]([O:1][C:2]1[CH:3]=[C:4]([CH:8]=[CH:9][CH:10]=1)[C:5]([NH2:7])=[O:6])[CH:18]=[CH2:17] |f:1.2.3|. Solvent: C(Cl)Cl (CH2Cl2), C(C)#N (acetonitrile). Starting materials: C(C=C)Br (allyl bromide), OC=1C=C(C(=O)N)C=CC1 (3-hydroxybenzamide), C([O-])([O-])=O.[K+].[K+] (potassium carbonate), CO (MeOH). Product: solid, C(C=C)OC=1C=C(C(=O)N)C=CC1 (3-Allyloxybenzamide). The reactants are FC(C(=O)O)(F)F (Trifluoroacetic acid), C(O)([O-])=O.[Na+] (sodium hydrogen carbonate), C(C)(C)(C)OC(N(C)[C@H](CC1=CC2=CC=CC=C2C=C1)C(N(C)CCC1=C(C=CC=C1)OCCCO)=O)=O (N-[(1R)-1-(N-{2-[2-(3-hydroxypropoxy)phenyl]ethyl}-N-methylcarbamoyl)-2-(2-naphthyl)ethyl]-N-methylcarbamic acid tert-butyl ester), C(O)([O-])=O.[Na+] (sodium hydrogen carbonate). The solvent is ClCCl (dichloromethane), ClCCl (Dichloromethane). Run at temperature 0 celsius, time 105 minute. Product: OCCCOC1=C(C=CC=C1)CCN(C([C@@H](CC1=CC2=CC=CC=C2C=C1)NC)=O)C ((2R)-N-(2-(2-(3-hydroxypropoxy)phenyl)ethyl)-N-methyl-2-(methylamino)-3-(2-naphthyl)propionamide). Isolated yield 69.4%. RXN SMILES: C(O[C:6](=O)[N:7]([C@@H:9]([C:21](=[O:37])[N:22]([CH2:24][CH2:25][C:26]1[CH:31]=[CH:30][CH:29]=[CH:28][C:27]=1[O:32][CH2:33][CH2:34][CH2:35][OH:36])[CH3:23])[CH2:10][C:11]1[CH:20]=[CH:19][C:18]2[C:13](=[CH:14][CH:15]=[CH:16][CH:17]=2)[CH:12]=1)C)(C)(C)C.FC(F)(F)C(O)=O.C(=O)([O-])O.[Na+]>ClCCl>[OH:36][CH2:35][CH2:34][CH2:33][O:32][C:27]1[CH:28]=[CH:29][CH:30]=[CH:31][C:26]=1[CH2:25][CH2:24][N:22]([CH3:23])[C:21](=[O:37])[C@H:9]([NH:7][CH3:6])[CH2:10][C:11]1[CH:20]=[CH:19][C:18]2[C:13](=[CH:14][CH:15]=[CH:16][CH:17]=2)[CH:12]=1 |f:2.3|. Procedure: A solution of N-[(1R)-1-(N-{2-[2-(3-hydroxypropoxy)phenyl]ethyl}-N-methylcarbamoyl)-2-(2-naphthyl)ethyl]-N-methylcarbamic acid tert-butyl ester (383 mg, 0.74 mmol) in dichloromethane (4 ml) was cooled to 0° C. Trifluoroacetic acid (4 ml) was added. The reaction mixture was stirred for 105 min at 0° C. Dichloromethane (40 ml) was added. A saturated aqueous solution of sodium hydrogen carbonate (40 ml) was added dropwise. Solid sodium hydrogen carbonate was added, until pH 7 was obtained. The phas... Reactants: OCC(O)CO (Glycerine), C(C)O (ethyl alcohol), C(CCCCC)S(=O)(=O)O (hexanesulfonic acid). Run in C(Cl)Cl (methylene chloride). The product is COC(C(=C)C)=O.C(C(=C)C)(=O)O (methylmethacrylate methacrylic acid). As a reaction SMILES: [OH:1][CH2:2][CH:3]([CH2:5][OH:6])O.[CH2:7]([OH:9])C.[CH2:10](S(O)(=O)=O)CC[CH2:13][CH2:14][CH3:15]>C(Cl)Cl>[CH3:7][O:9][C:5](=[O:6])[C:3]([CH3:10])=[CH2:2].[C:7]([OH:9])(=[O:1])[C:14]([CH3:13])=[CH2:15] |f:4.5|. Procedure details: Glycerine, ethyl alcohol and methylene chloride were purchased from Frutarom; enzymatically hydrolyzed gelatin with average molecular weight of 10,000-12,000 was purchased from Croda; hexanesulfonic acid was purchased from BDH; methylmethacrylate-methacrylic acid copolymers were provided from Rhom Pharma; 1-PLA with Mw of 427,000 and Mn of 224,500 was purchased from Boehringer Ingelheim; triethyl citrate was provided by Morflex; ethylcellulose was provided by Teva; polyvinyl pyrrolidone was prov...